describe an organic reaction: reactants, conditions, products, and yield From a dataset of the Open Reaction Database (ORD), a public repository of structured organic reaction records. Starting materials: CCCCCCCCCCCCCCOc1ccc(NC(=O)c2cccc(CBr)c2)cc1, Cc1cncs1, CC#N. Yields the product [Br-], CCCCCCCCCCCCCCOc1ccc(NC(=O)c2cccc(C[n+]3csc(C)c3)c2)cc1. As a reaction SMILES: [Br:1][CH2:2][c:3]1[cH:4][c:5]([C:6](=[O:7])[NH:8][c:9]2[cH:10][cH:11][c:12]([O:15][CH2:16][CH2:17][CH2:18][CH2:19][CH2:20][CH2:21][CH2:22][CH2:23][CH2:24][CH2:25][CH2:26][CH2:27][CH2:28][CH3:29])[cH:13][cH:14]2)[cH:30][cH:31][cH:32]1.[CH3:33][c:34]1[cH:35][n:36][cH:37][s:38]1.[CH3:39][C:40]#[N:41]>>[Br-:1].[CH2:2]([c:3]1[cH:4][c:5]([C:6](=[O:7])[NH:8][c:9]2[cH:10][cH:11][c:12]([O:15][CH2:16][CH2:17][CH2:18][CH2:19][CH2:20][CH2:21][CH2:22][CH2:23][CH2:24][CH2:25][CH2:26][CH2:27][CH2:28][CH3:29])[cH:13][cH:14]2)[cH:30][cH:31][cH:32]1)[n+:36]1[cH:35][c:34]([CH3:33])[s:38][cH:37]1. Starting materials: CC(CC(=O)O)(C)C1=CC=CC=C1 (3-methyl-3-phenylbutyric acid), C(C(=O)Cl)(=O)Cl (oxalyl chloride). Reagents/catalysts: CN(C=O)C (dimethylformamide). Run in ClCCl (dichloromethane). Run at temperature -78 celsius, time 10 minute. The product is CC(CC(=O)Cl)(C)C1=CC=CC=C1 (3-Methyl-3-phenylbutanoyl Chloride). Reaction SMILES: [CH3:1][C:2]([C:8]1[CH:13]=[CH:12][CH:11]=[CH:10][CH:9]=1)([CH3:7])[CH2:3][C:4](O)=[O:5].C(Cl)(=O)C([Cl:17])=O>ClCCl.CN(C)C=O>[CH3:1][C:2]([C:8]1[CH:13]=[CH:12][CH:11]=[CH:10][CH:9]=1)([CH3:7])[CH2:3][C:4]([Cl:17])=[O:5]. Procedure: A solution of 3-methyl-3-phenylbutyric acid (0.508 g, 2.85 mmol) in dichloromethane (10 mL) at −78° C. was treated with oxalyl chloride (3.62, 28.5 mmol) and 1 drop of dimethylformamide. The reaction mixture was stirred at −78° C. for 10 min, and dry ice/acetone bath was removed to stir at room temperature over night. Solvent was removed under reduced pressure, and dried under high vacuum. The product was used directly for subsequent reaction without analysis.